From a dataset of the Open Reaction Database (ORD), a public repository of structured organic reaction records. describe an organic reaction: reactants, conditions, products, and yield Solvent: O (water), O.C(C)O (water ethanol), ClCCl (dichloromethane). Reported procedure: A suspension of trimethylsulfoxonium iodide (8.57 g, 38.9 mmol) in 50 mL of dichloromethane cooled to 0° C. was treated with a solution of KOH (2.18 g, 38.9 mmol) in water (40 ml). The ylide was treated with trifluoroacetone (4.36 g, 38.9 mmol) and the reaction was maintained at 0° C. for 0.5 hours followed by reflux for 1.5 hours. The reaction was cooled to 0° C. and treated with a solution of 4-Hydroxybenzophenone (7.72 g, 38.9 mmol), KOH (2.18 g, 38.9 mmol) in water/ethanol (40 ml/5 ml). The ... RXN SMILES: [I-].C[S+](C)(C)=O.[OH-].[K+].[F:9][C:10]([F:15])([F:14])[C:11](=[O:13])[CH3:12].[OH:16][C:17]1[CH:30]=[CH:29][C:20]([C:21]([C:23]2[CH:28]=[CH:27][CH:26]=[CH:25][CH:24]=2)=[O:22])=[CH:19][CH:18]=1.[OH-].[CH2:32]([N+](C)(C)C)C1C=CC=CC=1>ClCCl.O.O.C(O)C>[F:9][C:10]([F:15])([F:14])[C:11]([CH3:32])([OH:13])[CH2:12][O:16][C:17]1[CH:18]=[CH:19][C:20]([C:21](=[O:22])[C:23]2[CH:28]=[CH:27][CH:26]=[CH:25][CH:24]=2)=[CH:29][CH:30]=1 |f:0.1,2.3,6.7,10.11|. Product: FC(C(COC1=CC=C(C=C1)C(C1=CC=CC=C1)=O)(O)C)(F)F (1,1,1-Trifluoro-2-methyl-3-(4-benzoylphenoxy)propan-2-ol). Run at temperature 0 celsius. The yield is 13.5%. The reactants are [OH-].[K+] (KOH), [OH-].C(C1=CC=CC=C1)[N+](C)(C)C (N-benzyltrimethylammonium hydroxide), OC1=CC=C(C(=O)C2=CC=CC=C2)C=C1 (4-Hydroxybenzophenone), [OH-].[K+] (KOH), ice water, FC(C(C)=O)(F)F (trifluoroacetone), [I-].C[S+](=O)(C)C (trimethylsulfoxonium iodide).